This data is from the Open Reaction Database (ORD), a public repository of structured organic reaction records. The task is: describe an organic reaction: reactants, conditions, products, and yield Starting materials: C(C)(C)(C)OP(=O)(CNCC1=CC=CC=C1)CC(C(=O)OC(C)(C)C)CCC(=O)OC(C)(C)C (di-tert-butyl 2-[((tert-butoxy){[benzylamino]methyl}phosphoryl)methyl]pentane-1,5-dioate), FC(C(=O)O)(F)F (trifluoroacetic acid). The solvent is ClCCl (dichloromethane). Yields the product C(C1=CC=CC=C1)NCP(=O)(O)CC(C(=O)O)CCC(=O)O (2-[({[Benzylamino]methyl}(hydroxyphosphinyl))methyl]pentanedioic acid). Isolated yield 52.8%. Reaction SMILES: C([O:5][P:6]([CH2:17][CH:18]([CH2:26][CH2:27][C:28]([O:30]C(C)(C)C)=[O:29])[C:19]([O:21]C(C)(C)C)=[O:20])([CH2:8][NH:9][CH2:10][C:11]1[CH:16]=[CH:15][CH:14]=[CH:13][CH:12]=1)=[O:7])(C)(C)C.FC(F)(F)C(O)=O>ClCCl>[CH2:10]([NH:9][CH2:8][P:6]([CH2:17][CH:18]([CH2:26][CH2:27][C:28]([OH:30])=[O:29])[C:19]([OH:21])=[O:20])([OH:7])=[O:5])[C:11]1[CH:12]=[CH:13][CH:14]=[CH:15][CH:16]=1. Procedure details: To a solution of di-tert-butyl 2-[((tert-butoxy){[benzylamino]methyl}phosphoryl)methyl]pentane-1,5-dioate (0.498 g, 1.0 mmol) in dichloromethane (10 mL) was added trifluoroacetic acid (5 mL) at 0° C., and the mixture was stirred at room temperature for eighteen hours. The solvent was removed under reduced pressure. The residual oil was taken up with dichloromethane (10 mL) and concentrated. This process was repeated three times to remove trifluoroacetic acid completely. The resulting oil was cry... The reactants are BrC1=CC(=C(C2=CC=CC=C12)OC)[N+](=O)[O-] (4-bromo-1-methoxy-2-nitronaphthalene), C(CCC)N (butylamine). Run in CO (methanol). Yields the product BrC1=CC(=C(C2=CC=CC=C12)NCCCC)[N+](=O)[O-] (4-bromo-N-butyl-2-nitro-1-naphthylamine). The yield is 66.8%. Reaction SMILES: [Br:1][C:2]1[C:11]2[C:6](=[CH:7][CH:8]=[CH:9][CH:10]=2)[C:5](OC)=[C:4]([N+:14]([O-:16])=[O:15])[CH:3]=1.[CH2:17]([NH2:21])[CH2:18][CH2:19][CH3:20]>CO>[Br:1][C:2]1[C:11]2[C:6](=[CH:7][CH:8]=[CH:9][CH:10]=2)[C:5]([NH:21][CH2:17][CH2:18][CH2:19][CH3:20])=[C:4]([N+:14]([O-:16])=[O:15])[CH:3]=1. Procedure details: 7.05 g (0.025 mole) of 4-bromo-1-methoxy-2-nitronaphthalene is dissolved in 300 cc of methanol by heating the mixture at reflux temperature, then 5 cc (0.05 mole) of butylamine is gradually dripped into the obtained solution and when the addition is terminated the reaction mixture is still refluxed for 30 minutes with stirring. Upon cooling to 0°-5° C. a precipitate forms which is separated by filtration and dried, yielding 5.4 g of 4-bromo-N-butyl-2-nitro-1-naphthylamine. An additional 0.92 g i...